This data is from the Open Reaction Database (ORD), a public repository of structured organic reaction records. The task is: describe an organic reaction: reactants, conditions, products, and yield The reactants are CO, N#Cc1ncn2c1C1CCN1C(=O)c1c(Cl)cccc1-2, Cl, NO, [Na], O. Product: NC(=NO)c1ncn2c1C1CCN1C(=O)c1c(Cl)cccc1-2. As a reaction SMILES: [CH3:25][OH:26].[Cl:1][c:2]1[cH:3][cH:4][cH:5][c:6]2[c:7]1[C:8](=[O:20])[N:9]1[CH:10]([c:11]3[n:12]-2[cH:13][n:14][c:15]3[C:16]#[N:17])[CH2:18][CH2:19]1.[ClH:21].[NH2:22][OH:23].[Na:24].[OH2:27]>>[Cl:1][c:2]1[cH:3][cH:4][cH:5][c:6]2[c:7]1[C:8](=[O:20])[N:9]1[CH:10]([c:11]3[n:12]-2[cH:13][n:14][c:15]3[C:16]([NH2:17])=[N:22][OH:23])[CH2:18][CH2:19]1. The product is BrC1=NNC2=CC(=CC=C12)[N+](=O)[O-] (3-Bromo-6-nitro-1H-indazole). Reaction conditions: time 1 hour. Reactants: [N+](=O)([O-])C1=CC=C2C=NNC2=C1 (6-nitro-1H-indazole), BrN1C(CCC1=O)=O (N-bromosuccinimide). Isolated yield 88.8%. As a reaction SMILES: [N+:1]([C:4]1[CH:12]=[C:11]2[C:7]([CH:8]=[N:9][NH:10]2)=[CH:6][CH:5]=1)([O-:3])=[O:2].[Br:13]N1C(=O)CCC1=O>CN(C)C=O>[Br:13][C:8]1[C:7]2[C:11](=[CH:12][C:4]([N+:1]([O-:3])=[O:2])=[CH:5][CH:6]=2)[NH:10][N:9]=1. The solvent is CN(C=O)C (dimethylformamide). Reported procedure: To a solution of 5.0 g of 6-nitro-1H-indazole in 50 ml dimethylformamide was added 5.73 g of N-bromosuccinimide at room temperature, and the mixture was stirred at the same temperature for 1 hour. After removing the solvent by distillation, the residue was added with 250 ml of ethyl acetate. The mixture was sequentially washed with half-saturated aqueous sodium hydrogencarbonate solution, water and brine, and dried over anhydrous magnesium sulfate. After filtrating the organic layer through a si... RXN SMILES: [F:1][CH2:2][CH2:3][N:4]1[C:13]2[C:8](=[CH:9][C:10]([F:15])=[C:11](Cl)[CH:12]=2)[C:7](=[O:16])[C:6]([C:17]([OH:19])=[O:18])=[CH:5]1.[CH3:20][N:21]1[CH2:26][CH2:25][NH:24][CH2:23][CH2:22]1>N1C=CC=CC=1>[F:1][CH2:2][CH2:3][N:4]1[C:13]2[C:8](=[CH:9][C:10]([F:15])=[C:11]([N:24]3[CH2:25][CH2:26][N:21]([CH3:20])[CH2:22][CH2:23]3)[CH:12]=2)[C:7](=[O:16])[C:6]([C:17]([OH:19])=[O:18])=[CH:5]1. Solvent: N1=CC=CC=C1 (pyridine). The product is FCCN1C=C(C(C2=CC(=C(C=C12)N1CCN(CC1)C)F)=O)C(=O)O (1-(2-fluoroethyl)-6-fluoro-7-(4-methyl-1-piperazinyl)-4-oxo-1,4-dihydroquinoline-3-carboxylic acid). Procedure details: A mixture of 1-(2-fluoroethyl)-6-fluoro-7-chloro-4-oxo-1,4-dihydroquinoline-3-carboxylic acid (0.72 g) (2.5 millimole), N-methylpiperazine (1.25 g) (12.5 millimole) and 2 ml pyridine was heated at 135°-145° C. for 10 hours. After cooling, the mixture was evaporated under vacuum. The residue was acidified with acetic acid. The undissolved matter was filtered off. The filtrate was neutralized with an aqueous solution of caustic soda. The presipitate was filtered, washed and dried and recrystallize... Starting materials: FCCN1C=C(C(C2=CC(=C(C=C12)Cl)F)=O)C(=O)O (1-(2-fluoroethyl)-6-fluoro-7-chloro-4-oxo-1,4-dihydroquinoline-3-carboxylic acid), CN1CCNCC1 (N-methylpiperazine). Yield: 56.9%. Reactants: FC1=CC=C(C=C1)CCN(S(=O)(=O)C=1C2=C(SC1)C(C(CC2)OC(C)=O)=O)C (6-acetoxy-7-oxo-4,5,6,7-tetrahydrobenzo[b]thiophene-3-sulfonic acid [2-(4-fluorophenyl)ethyl]-methyl-amide), Cl.NO (hydroxylamine.hydrochloride). Run in N1=CC=CC=C1 (pyridine), C(C)(=O)OCC (ethyl acetate). Conditions: time 2.5 hour. Product: FC1=CC=C(C=C1)CCN(S(=O)(=O)C=1C2=C(SC1)\C(\C(CC2)OC(C)=O)=N/O)C ((7Z)-6-acetoxy-7-hydroxyimino-4,5,6,7-tetrahydrobenzo[b]thiophene-3-sulfonic acid[2-(4-fluorophenyl)ethyl]-methyl-amide). As a reaction SMILES: [F:1][C:2]1[CH:7]=[CH:6][C:5]([CH2:8][CH2:9][N:10]([CH3:28])[S:11]([C:14]2[C:15]3[CH2:22][CH2:21][CH:20]([O:23][C:24](=[O:26])[CH3:25])[C:19](=O)[C:16]=3[S:17][CH:18]=2)(=[O:13])=[O:12])=[CH:4][CH:3]=1.Cl.[NH2:30][OH:31]>N1C=CC=CC=1.C(OCC)(=O)C>[F:1][C:2]1[CH:7]=[CH:6][C:5]([CH2:8][CH2:9][N:10]([CH3:28])[S:11]([C:14]2[C:15]3[CH2:22][CH2:21][CH:20]([O:23][C:24](=[O:26])[CH3:25])/[C:19](=[N:30]/[OH:31])/[C:16]=3[S:17][CH:18]=2)(=[O:13])=[O:12])=[CH:4][CH:3]=1 |f:1.2|. Reported procedure: To a solution of 6-acetoxy-7-oxo-4,5,6,7-tetrahydrobenzo[b]thiophene-3-sulfonic acid [2-(4-fluorophenyl)ethyl]-methyl-amide (the compound of Preparation Example 65) (200 mg) in pyridine (2 mL) was added hydroxylamine.hydrochloride (61 mg). After stirring at room temperature for 2.5 hours, two products were observed by TLC. After the solution was diluted with ethyl acetate, the solution was washed with water and saturated sodium chloride water. The crude products obtained after drying with anhydr... Product: CC(=O)SCC1CN2CCCC(C(=O)O)N2C1=O. The reactants are CC(=O)SCC1CN2CCCC(C(=O)OC(C)(C)C)N2C1=O, O=C(O)C(F)(F)F. Reaction SMILES: [C:1]([CH3:2])(=[O:3])[S:4][CH2:5][CH:6]1[C:7](=[O:22])[N:8]2[N:9]([CH2:10][CH2:11][CH2:12][CH:13]2[C:14](=[O:15])[O:16][C:17]([CH3:18])([CH3:19])[CH3:20])[CH2:21]1.[OH:23][C:24]([C:25]([F:26])([F:27])[F:28])=[O:29]>>[C:1]([CH3:2])(=[O:3])[S:4][CH2:5][CH:6]1[C:7](=[O:22])[N:8]2[N:9]([CH2:10][CH2:11][CH2:12][CH:13]2[C:14](=[O:15])[OH:16])[CH2:21]1. The product is COC1=CC=C(C=C1)C1=NSC(=C1COC1=C(C(=C(C=C1)CCC(=O)O)C)C)C(F)(F)F (3-(4-[[3-(4-methoxyphenyl)-5-(trifluoromethyl)-1,2-thiazol-4-yl]methoxy]-2,3-dimethylphenyl) propanoic acid). Procedure details: The title compound was prepared according to the procedure described in Example 1 starting following Step 5 and 6 coupling (5-(trifluoromethyl)-3-(4-methoxyphenyl) isothiazol-4-yl)methyl methanesulfonate and ethyl 3-(4-hydroxy-2,3-dimethylphenyl)propanoate followed by hydrolysis to afford the desired product as an off-white solid. 1H NMR (300 MHz, CD3OD) δ: 7.65 (d, J=6.9 Hz, 2H), 6.96-7.02 (m, 3H), 6.72 (d, J=8.4 Hz, 1H), 5.13 (s, 2H), 3.55 (s, 3H), 2.92 (t, J=8.4 Hz, 2H), 2.51 (t, J=8.1 Hz, 2H... RXN SMILES: CS([O:5][CH2:6][C:7]1[C:8]([C:16]2[CH:21]=[CH:20][C:19]([O:22][CH3:23])=[CH:18][CH:17]=2)=[N:9][S:10][C:11]=1[C:12]([F:15])([F:14])[F:13])(=O)=O.O[C:25]1[CH:30]=[CH:29][C:28]([CH2:31][CH2:32][C:33]([O:35]CC)=[O:34])=[C:27]([CH3:38])[C:26]=1[CH3:39]>>[CH3:23][O:22][C:19]1[CH:20]=[CH:21][C:16]([C:8]2[C:7]([CH2:6][O:5][C:25]3[CH:30]=[CH:29][C:28]([CH2:31][CH2:32][C:33]([OH:35])=[O:34])=[C:27]([CH3:38])[C:26]=3[CH3:39])=[C:11]([C:12]([F:15])([F:14])[F:13])[S:10][N:9]=2)=[CH:17][CH:18]=1. Starting materials: CS(=O)(=O)OCC=1C(=NSC1C(F)(F)F)C1=CC=C(C=C1)OC ((5-(trifluoromethyl)-3-(4-methoxyphenyl) isothiazol-4-yl)methyl methanesulfonate), OC1=C(C(=C(C=C1)CCC(=O)OCC)C)C (ethyl 3-(4-hydroxy-2,3-dimethylphenyl)propanoate). Procedure: 1-Fluoro-2,6-dichloropyridinium triflate (31 mg, 0.1 mmol) was added to 2,6-difluoro-N-(1H-pyrrolo[2,3-b]pyridin-5-yl)-3-(propylsulfonamido)benzamide (39 mg, 0.1 mmol) in MeCN (4 mL). The mixture was heated at 60° C. for 18 hours and then cooled to room temperature. The mixture was then diluted with EtOAc, washed with brine, dried over MgSO4 and concentrated. The crude product was purified using silica gel chromatography (ISCO) using 5% MeOH in CH2Cl2 as eluent, and subsequently reverse phase HP... Reactants: [O-]S(=O)(=O)C(F)(F)F.F[N+]1=C(C=CC=C1Cl)Cl (1-Fluoro-2,6-dichloropyridinium triflate), FC1=C(C(=O)NC=2C=C3C(=NC2)NC=C3)C(=CC=C1NS(=O)(=O)CCC)F (2,6-difluoro-N-(1H-pyrrolo[2,3-b]pyridin-5-yl)-3-(propylsulfonamido)benzamide). As a reaction SMILES: [O-]S(C(F)(F)[F:6])(=O)=O.F[N+]1C(Cl)=CC=CC=1Cl.[F:18][C:19]1[C:36]([NH:37][S:38]([CH2:41][CH2:42][CH3:43])(=[O:40])=[O:39])=[CH:35][CH:34]=[C:33]([F:44])[C:20]=1[C:21]([NH:23][C:24]1[CH:25]=[C:26]2[CH:32]=[CH:31][NH:30][C:27]2=[N:28][CH:29]=1)=[O:22]>CC#N.CCOC(C)=O>[F:18][C:19]1[C:36]([NH:37][S:38]([CH2:41][CH2:42][CH3:43])(=[O:40])=[O:39])=[CH:35][CH:34]=[C:33]([F:44])[C:20]=1[C:21]([NH:23][C:24]1[CH:25]=[C:26]2[C:32]([F:6])=[CH:31][NH:30][C:27]2=[N:28][CH:29]=1)=[O:22] |f:0.1|. Run in CC#N (MeCN), CCOC(=O)C (EtOAc). Isolated yield 25.9%. Yields the product FC1=C(C(=O)NC=2C=C3C(=NC2)NC=C3F)C(=CC=C1NS(=O)(=O)CCC)F (2,6-difluoro-N-(3-fluoro-1H-pyrrolo[2,3-b]pyridin-5-yl)-3-(propylsulfonamido)benzamide). Conditions: temperature 60 celsius. Run in CN(C=O)C (dimethylformamide). Starting materials: CC1=NN=C2N1N=C(C=C2)C=2C=C(C=CC2)NC(OC)=O ([3-(3-methyl-1,2,4-triazolo[4,3-b]pyridazin-6-yl)phenyl]carbamic acid, methyl ester), [H-].[Na+] (sodium hydride), C([O-])(O)=O.[Na+] (sodium bicarbonate), CI (methyl iodide). Reaction SMILES: [CH3:1][C:2]1[N:6]2[N:7]=[C:8]([C:11]3[CH:12]=[C:13]([NH:17][C:18](=[O:21])[O:19][CH3:20])[CH:14]=[CH:15][CH:16]=3)[CH:9]=[CH:10][C:5]2=[N:4][N:3]=1.[H-].[Na+].CI.[C:26](=O)(O)[O-].[Na+]>CN(C)C=O>[CH3:26][N:17]([C:13]1[CH:14]=[CH:15][CH:16]=[C:11]([C:8]2[CH:9]=[CH:10][C:5]3[N:6]([C:2]([CH3:1])=[N:3][N:4]=3)[N:7]=2)[CH:12]=1)[C:18](=[O:21])[O:19][CH3:20] |f:1.2,4.5|. Reaction conditions: time 30 minute. Reported procedure: A mixture of 1.27 g of [3-(3-methyl-1,2,4-triazolo[4,3-b]pyridazin-6-yl)phenyl]carbamic acid, methyl ester, 100 ml of dry dimethylformamide and 0.129 g of sodium hydride was stirred under argon, for 30 minutes, then 0.31 ml of methyl iodide was added. This mixture was stirred for 2 hours, then poured into saturated aqueous sodium bicarbonate and extracted with dichloromethane. The extracts were combined, dried and evaporated. The residue was dissolved in dichloromethane:methanol (95:5) and filte... Yields the product CN(C(OC)=O)C1=CC(=CC=C1)C=1C=CC=2N(N1)C(=NN2)C (Methyl[3-(3-methyl-1,2,4-triazolo[4,3-b]pyridazin-6-yl)phenyl]carbamic acid, methyl ester). Reactants: C(CCCCCCC)OC=1C=NC(=NC1)C1=CC=C(C=C1)\C=C\CCCC(C)OC(C)=O (5-octyloxy-2-{4-(6-acetoxy-1-trans-heptenyl)-phenyl}-pyrimidine), P(=O)([O-])([O-])[O-] (phosphate). Run in C(Cl)(Cl)Cl (chloroform). Run at temperature 32.5 celsius, time 40 hour. The product is C(CCCCCCC)OC=1C=NC(=NC1)C1=CC=C(C=C1)\C=C\CCCC(C)O ((-)-5-octyloxy-2-{4-(6-hydroxy-1-trans-heptenyl)-phenyl}pyrimidine), (-)-5-octyloxy. The yield is 53.0%. RXN SMILES: [CH2:1]([O:9][C:10]1[CH:11]=[N:12][C:13]([C:16]2[CH:21]=[CH:20][C:19](/[CH:22]=[CH:23]/[CH2:24][CH2:25][CH2:26][CH:27]([O:29]C(=O)C)[CH3:28])=[CH:18][CH:17]=2)=[N:14][CH:15]=1)[CH2:2][CH2:3][CH2:4][CH2:5][CH2:6][CH2:7][CH3:8].P([O-])([O-])([O-])=O>C(Cl)(Cl)Cl>[CH2:1]([O:9][C:10]1[CH:15]=[N:14][C:13]([C:16]2[CH:17]=[CH:18][C:19](/[CH:22]=[CH:23]/[CH2:24][CH2:25][CH2:26][CH:27]([OH:29])[CH3:28])=[CH:20][CH:21]=2)=[N:12][CH:11]=1)[CH2:2][CH2:3][CH2:4][CH2:5][CH2:6][CH2:7][CH3:8]. Procedure: A mixture of 4.5 g (10 mmol) of the 5-octyloxy-2-{4-(6-acetoxy-1-trans-heptenyl)-phenyl}-pyrimidine, 140 ml of 0.3 M phosphate buffer solution (pH 7.0), 2 ml of chloroform and 0.5 g of Genus Pseudomonas lipase was stirred at 30-35° C. for 40 hours. The mixture was then extracted with 100 ml of toluene, and the organic layer was washed with water and concentrated under reduced pressure. Separation of the residue thus obtained by silica gel column chromatography gave 1.8 g (yield 46%) of (-)-5-oct... Starting materials: O=C1N(C(C2=CC=CC=C12)=O)C1CCC(CC1)(C(=O)OCC)C (Ethyl 4-(1,3-dioxoisoindolin-2-yl)-1-methylcyclohexanecarboxylate), O=C1N(C(C2=CC=CC=C12)=O)C1CCC(CC1)(C(=O)OCC)C (Ethyl 4-(1,3-dioxoisoindolin-2-yl)-1-methylcyclohexanecarboxylate), Cl (hydrochloric acid). Solvent: C(C)(=O)O (acetic acid). Run at temperature 90 celsius. The product is O=C1N(C(C2=CC=CC=C12)=O)C1CCC(CC1)(C(=O)O)C (4-(1,3-Dioxoisoindolin-2-yl)-1-methylcyclohexanecarboxylic acid). The yield is 58.0%. As a reaction SMILES: [O:1]=[C:2]1[C:10]2[C:5](=[CH:6][CH:7]=[CH:8][CH:9]=2)[C:4](=[O:11])[N:3]1[CH:12]1[CH2:17][CH2:16][C:15]([CH3:23])([C:18]([O:20]CC)=[O:19])[CH2:14][CH2:13]1.Cl>C(O)(=O)C>[O:1]=[C:2]1[C:10]2[C:5](=[CH:6][CH:7]=[CH:8][CH:9]=2)[C:4](=[O:11])[N:3]1[CH:12]1[CH2:17][CH2:16][C:15]([CH3:23])([C:18]([OH:20])=[O:19])[CH2:14][CH2:13]1. Procedure: Ethyl 4-(1,3-dioxoisoindolin-2-yl)-1-methylcyclohexanecarboxylate (Intermediate 72, 900 mg, 2.85 mmol) was added to 6M aq. hydrochloric acid (0.951 mL, 5.71 mmol) in acetic acid (5 mL). The reaction mixture was heated to 90° C. for 48 h and then concentrated under vacuum. The residue was taken up in a minimal volume of ethyl acetate and a white solid precipitated. The solid was collected by filtration, washed with acetonitrile and dried to provide the product acid (475 mg) as a white solid. LCMS...